This data is from the Open Reaction Database (ORD), a public repository of structured organic reaction records. The task is: describe an organic reaction: reactants, conditions, products, and yield Product: BrC1=CNC(C=2CCCCC12)=O (4-Bromo-5,6,7,8-tetrahydro-2H-isoquinolin-1-one). Run in C(Cl)(Cl)Cl (chloroform), C(Cl)(Cl)Cl (chloroform). Isolated yield 96.4%. The reactants are BrBr (bromine), C(=O)(O)[O-].[Na+] (NaHCO3), C1(NCCC2CC=CC=C12)=O (tetrahydroisoquinolinone), C1(NCCC2CC=CC=C12)=O (tetrahydroisoquinolinone). As a reaction SMILES: [C:1]1(=[O:11])[C:10]2[CH:5]([CH2:6][CH:7]=[CH:8][CH:9]=2)[CH2:4][CH2:3][NH:2]1.[Br:12]Br.C([O-])(O)=O.[Na+]>C(Cl)(Cl)Cl>[Br:12][C:4]1[C:5]2[CH2:6][CH2:7][CH2:8][CH2:9][C:10]=2[C:1](=[O:11])[NH:2][CH:3]=1 |f:2.3|. Procedure: 32.4 g (217 mmol) of tetrahydroisoquinolinone (compound 5) is dissolved in 300 ml of chloroform at 5° C. and then 11.2 ml (34.7 g, 217 mmol) of bromine, dissolved in 150 ml of chloroform, are added dropwise over the course of 1 h. The mixture is stirred while cooling in ice for a further hour and then neutralized with 150 ml of saturated NaHCO3 solution and filtered with suction. The organic phase of the filtrate is extracted with dichloromethane and concentrated. The residue is mixed with ethyl... Starting materials: ClCCCOC=1C=C2CCC(NC2=CC1)=O (6-(3-chloropropoxy)-3,4-dihydroquinolin-2(1H)-one), N1CCCC1 (pyrrolidine). Run in CC(C)O (2-propanol), O (water). Product: N1(CCCC1)CCCOC=1C=C2CCC(NC2=CC1)=O (6-[3-(pyrrolidin-1-yl)propoxy]-3,4-dihydroquinolin-2(1H)-one). Isolated yield 65.5%. Reaction SMILES: Cl[CH2:2][CH2:3][CH2:4][O:5][C:6]1[CH:7]=[C:8]2[C:13](=[CH:14][CH:15]=1)[NH:12][C:11](=[O:16])[CH2:10][CH2:9]2.[NH:17]1[CH2:21][CH2:20][CH2:19][CH2:18]1>CC(O)C.O>[N:17]1([CH2:2][CH2:3][CH2:4][O:5][C:6]2[CH:7]=[C:8]3[C:13](=[CH:14][CH:15]=2)[NH:12][C:11](=[O:16])[CH2:10][CH2:9]3)[CH2:21][CH2:20][CH2:19][CH2:18]1. Procedure: A solution of 6-(3-chloropropoxy)-3,4-dihydroquinolin-2(1H)-one prepared in Example 10-(1) (10 g) and pyrrolidine (15 g) in 2-propanol (15 mL) was stirred at 90° C. for 2 days. The reaction mixture was cooled to room temperature, diluted with water and extracted with chloroform. The organic layer was washed with brine, dried over anhydrous sodium sulfate and concentrated under reduced pressure. The resulting residue was purified by silica gel column chromatography (eluting solvent: chloroform→ch... Reactants: C(C1=CC=CC=C1)OCCCC[C@@H](CCC(=O)OC)CCOC=1C=NC=CC1 (methyl (S)-8-(benzyloxy)-4-[2-(3-pyridyloxy)ethyl]octanoate), C1=CCCCC1 (cyclohexene). Reagents/catalysts: [OH-].[OH-].[Pd+2] (palladium hydroxide on carbon). Run in C(C)O (ethanol). Product: OCCCC[C@@H](CCC(=O)OC)CCOC=1C=NC=CC1 (methyl (S)-8-hydroxy-4-[2-(3-pyridyloxy)ethyl]octanoate). As a reaction SMILES: C([O:8][CH2:9][CH2:10][CH2:11][CH2:12][C@H:13]([CH2:20][CH2:21][O:22][C:23]1[CH:24]=[N:25][CH:26]=[CH:27][CH:28]=1)[CH2:14][CH2:15][C:16]([O:18][CH3:19])=[O:17])C1C=CC=CC=1.C1CCCCC=1>C(O)C.[OH-].[OH-].[Pd+2]>[OH:8][CH2:9][CH2:10][CH2:11][CH2:12][C@H:13]([CH2:20][CH2:21][O:22][C:23]1[CH:24]=[N:25][CH:26]=[CH:27][CH:28]=1)[CH2:14][CH2:15][C:16]([O:18][CH3:19])=[O:17] |f:3.4.5|. Procedure: To a solution of methyl (S)-8-(benzyloxy)-4-[2-(3-pyridyloxy)ethyl]octanoate (1.1 g, 2.7 mmol) in ethanol (20 ml) is added cyclohexene (10.5 ml) followed by 20% palladium hydroxide on carbon (0.28 g). The mixture is heated at reflux for 18 hours. The catalyst is filtered off and washed with ethanol (3×10 ml). The solvent is evaporated and the residue purified by chromatography on silica gel using ethyl acetate as eluent to obtain methyl (S)-8-hydroxy-4-[2-(3-pyridyloxy)ethyl]octanoate; IR (CH2Cl... Starting materials: [Al+3], CC(=O)Cl, CCOC(C)=O, Cc1ccc2c(c1)C(C)(C)CCC2(C)C, [Cl-], [Cl-], [Cl-], ClCCl, Cl, O. Product: CC(=O)c1cc2c(cc1C)C(C)(C)CCC2(C)C. Reaction SMILES: [Al+3:21].[CH3:1][C:2]([Cl:3])=[O:4].[CH3:25][CH2:26][O:27][C:28](=[O:29])[CH3:30].[CH3:5][C:6]1([CH3:19])[CH2:7][CH2:8][C:9]([CH3:17])([CH3:18])[c:10]2[cH:11][c:12]([CH3:16])[cH:13][cH:14][c:15]21.[Cl-:20].[Cl-:22].[Cl-:23].[Cl:32][CH2:33][Cl:34].[ClH:24].[OH2:31]>>[CH3:1][C:2](=[O:4])[c:13]1[c:12]([CH3:16])[cH:11][c:10]2[c:15]([cH:14]1)[C:6]([CH3:5])([CH3:19])[CH2:7][CH2:8][C:9]2([CH3:17])[CH3:18]. Starting materials: BrC(F)(F)Br (dibromodifluoromethane), C1(=CC=CC=C1)P(C1=CC=CC=C1)C1=CC=CC=C1 (triphenyl phosphine), C(C1=CC=CC=C1)=O (benzaldehyde). The solvent is ClCCl (dichloromethane). Conditions: temperature 0 celsius, time 30 minute. The product is FC(=CC1=CC=CC=C1)F (difluorostyrene). Yield: 57.8%. Reaction SMILES: C1(P(C2C=CC=CC=2)C2C=CC=CC=2)C=CC=CC=1.Br[C:21](Br)([F:23])[F:22].[CH:25](=O)[C:26]1[CH:31]=[CH:30][CH:29]=[CH:28][CH:27]=1>ClCCl>[F:22][C:21]([F:23])=[CH:25][C:26]1[CH:31]=[CH:30][CH:29]=[CH:28][CH:27]=1. Reported procedure: 5.25 g (0.02 mol) of triphenyl phosphine was dissolved in 20 ml of dichloromethane, and the mixture was cooled to 0° C. 2.1 g (0.01 mol) of dibromodifluoromethane was added to the mixture using an injector, and the reaction mixture was stirred for 30 minutes at room temperature. 1.06 g (0.01 mol) of benzaldehyde was added thereto and the mixture was refluxed for 4 hours. The resulting mixture was distilled under a reduced pressure at 40° C./1 mmHg using a distilling apparatus to obtain the title... Starting materials: BrC1=CC2=C(NC(C3(CC3)CN2)=O)C=C1 (7-bromo-4,5-dihydrospiro[benzo[b][1,4]diazepine-3,1′-cyclopropan]-2(1H)-one), COC=1C=CC(=CC1)P2(=S)SP(=S)(S2)C=3C=CC(=CC3)OC (Lawesson's reagent). Run in O1CCCC1 (tetrahydrofuran). Product: BrC1=CC2=C(NC(C3(CC3)CN2)=S)C=C1 (7-bromo-4,5-dihydrospiro[benzo[b][1,4]diazepine-3,1′-cyclopropane]-2(1H)-thione). Yield: 44.1%. As a reaction SMILES: [Br:1][C:2]1[CH:15]=[CH:14][C:5]2[NH:6][C:7](=O)[C:8]3([CH2:11][NH:12][C:4]=2[CH:3]=1)[CH2:10][CH2:9]3.COC1C=CC(P2(SP(C3C=CC(OC)=CC=3)(=S)S2)=[S:25])=CC=1>O1CCCC1>[Br:1][C:2]1[CH:15]=[CH:14][C:5]2[NH:6][C:7](=[S:25])[C:8]3([CH2:11][NH:12][C:4]=2[CH:3]=1)[CH2:10][CH2:9]3. Reported procedure: A solution of 7-bromo-4,5-dihydrospiro[benzo[b][1,4]diazepine-3,1′-cyclopropan]-2(1H)-one (267 mg, 1.0 mmol) and Lawesson's reagent (606 mg, 1.5 mmol) in tetrahydrofuran (15 mL) was heated to 80° C., and maintained at the same temperature for 1 hours. The mixture was concentrated. To the residue was added water (50 mL), extracted with ethyl acetate (50 mL). The organic phase was washed with water (50 mL*2), dried by sodium sulfate, filtered and concentrated to give a residue. The residue was pur...